From a dataset of the Open Reaction Database (ORD), a public repository of structured organic reaction records. describe an organic reaction: reactants, conditions, products, and yield The reactants are CC(C)(C)C(=O)CN1C(=O)C(N)CN(C2CCCCC2)c2ccccc21, O=C=Nc1ccccc1, C1CCOC1. Yields the product CC(C)(C)C(=O)CN1C(=O)C(NC(=O)Nc2ccccc2)CN(C2CCCCC2)c2ccccc21. RXN SMILES: [C:10]([CH3:11])([CH3:12])([CH3:13])[C:14](=[O:15])[CH2:16][N:17]1[C:18](=[O:35])[CH:19]([NH2:34])[CH2:20][N:21]([CH:28]2[CH2:29][CH2:30][CH2:31][CH2:32][CH2:33]2)[c:22]2[c:23]1[cH:24][cH:25][cH:26][cH:27]2.[O:1]=[C:2]=[N:3][c:4]1[cH:5][cH:6][cH:7][cH:8][cH:9]1.[O:36]1[CH2:37][CH2:38][CH2:39][CH2:40]1>>[O:1]=[C:2]([NH:3][c:4]1[cH:5][cH:6][cH:7][cH:8][cH:9]1)[NH:34][CH:19]1[C:18](=[O:35])[N:17]([CH2:16][C:14]([C:10]([CH3:11])([CH3:12])[CH3:13])=[O:15])[c:23]2[c:22]([cH:27][cH:26][cH:25][cH:24]2)[N:21]([CH:28]2[CH2:29][CH2:30][CH2:31][CH2:32][CH2:33]2)[CH2:20]1. Reactants: NC1=CC=C(C(=O)OCC)C=C1 (ethyl p-aminobenzoate), C(CC1=CC=CC=C1)NC1=CC=2C(CCC(C2C=C1)(C)C)(C)C (phenethyl-(5,5,8,8-tetramethyl-5,6,7,8-tetrahydro-naphthalen-2-yl)-amine), C(=O)(Cl)Cl (phosgene). Run in C1(=CC=CC=C1)C (toluene), C1(=CC=CC=C1)C (toluene). Conditions: time 12 hour. The product is C(CC1=CC=CC=C1)N(C(NC1=CC=C(C(=O)OCC)C=C1)=O)C1=CC=2C(CCC(C2C=C1)(C)C)(C)C (ethyl 4-[3-phenethyl-3-(5,5,8,8-tetramethyl-5,6,7,8-tetrahydro-naphthalen-2-yl)-ureido]-benzoate). Yield: 44.0%. As a reaction SMILES: [CH2:1]([NH:9][C:10]1[CH:19]=[CH:18][C:17]2[C:16]([CH3:21])([CH3:20])[CH2:15][CH2:14][C:13]([CH3:23])([CH3:22])[C:12]=2[CH:11]=1)[CH2:2][C:3]1[CH:8]=[CH:7][CH:6]=[CH:5][CH:4]=1.[C:24](Cl)(Cl)=[O:25].[NH2:28][C:29]1[CH:39]=[CH:38][C:32]([C:33]([O:35][CH2:36][CH3:37])=[O:34])=[CH:31][CH:30]=1>C1(C)C=CC=CC=1>[CH2:1]([N:9]([C:10]1[CH:19]=[CH:18][C:17]2[C:16]([CH3:21])([CH3:20])[CH2:15][CH2:14][C:13]([CH3:23])([CH3:22])[C:12]=2[CH:11]=1)[C:24](=[O:25])[NH:28][C:29]1[CH:30]=[CH:31][C:32]([C:33]([O:35][CH2:36][CH3:37])=[O:34])=[CH:38][CH:39]=1)[CH2:2][C:3]1[CH:4]=[CH:5][CH:6]=[CH:7][CH:8]=1. Procedure details: A solution of phenethyl-(5,5,8,8-tetramethyl-5,6,7,8-tetrahydro-naphthalen-2-yl)-amine (9) (619 mg, 2.01 mmole) in 10 mL toluene was treated with 1.5 mL of a 20% phosgene solution in toluene and stirred at room temperature for 12 hours. The reaction mixture was concentrated in vacuo, the residue diluted with 15 mL of pyridine and then treated with 665 mg of ethyl p-aminobenzoate (2 eq.). The mixture was heated at 40° C. for 15 hours, then concentrated in vacuo to provide an orange oil. The produ... Starting materials: CC(=O)O[BH-](OC(C)=O)OC(C)=O, CO, ClCCl, COC1CN(CCn2c(=O)ccc3c(F)cc(F)cc32)CCC1N, [Na+], O=Cc1ccc2c(n1)NC(=O)CO2. The product is COC1CN(CCn2c(=O)ccc3c(F)cc(F)cc32)CCC1NCc1ccc2c(n1)NC(=O)CO2. As a reaction SMILES: [C:38]([O:39][BH-:40]([O:41][C:42](=[O:43])[CH3:44])[O:45][C:46](=[O:47])[CH3:48])(=[O:49])[CH3:50].[CH3:52][OH:53].[Cl:54][CH2:55][Cl:56].[NH2:1][CH:2]1[CH:3]([O:23][CH3:24])[CH2:4][N:5]([CH2:8][CH2:9][n:10]2[c:11](=[O:22])[cH:12][cH:13][c:14]3[c:15]([F:21])[cH:16][c:17]([F:20])[cH:18][c:19]23)[CH2:6][CH2:7]1.[Na+:51].[O:25]=[C:26]1[NH:27][c:28]2[c:29]([cH:32][cH:33][c:34]([CH:36]=[O:37])[n:35]2)[O:30][CH2:31]1>>[NH:1]([CH:2]1[CH:3]([O:23][CH3:24])[CH2:4][N:5]([CH2:8][CH2:9][n:10]2[c:11](=[O:22])[cH:12][cH:13][c:14]3[c:15]([F:21])[cH:16][c:17]([F:20])[cH:18][c:19]23)[CH2:6][CH2:7]1)[CH2:36][c:34]1[cH:33][cH:32][c:29]2[c:28]([n:35]1)[NH:27][C:26](=[O:25])[CH2:31][O:30]2. Starting materials: C1CCOC1, CS(=O)(=O)c1ccc(-c2ccc(O)cn2)cc1, CC(C)c1noc(N2CCC(CO)CC2)n1, CC(C)OC(=O)N=NC(=O)OC(C)C, c1ccc(P(c2ccccc2)c2ccccc2)cc1. The product is CC(C)c1noc(N2CCC(COc3ccc(-c4ccc(S(C)(=O)=O)cc4)nc3)CC2)n1. RXN SMILES: [CH2:67]1[O:68][CH2:69][CH2:70][CH2:71]1.[CH3:15][S:16](=[O:17])(=[O:18])[c:19]1[cH:20][cH:21][c:22](-[c:25]2[cH:26][cH:27][c:28]([OH:31])[cH:29][n:30]2)[cH:23][cH:24]1.[CH3:32][CH:33]([CH3:34])[c:35]1[n:36][o:37][c:38]([N:40]2[CH2:41][CH2:42][CH:43]([CH2:46][OH:47])[CH2:44][CH2:45]2)[n:39]1.[O:1]=[C:2]([O:3][CH:4]([CH3:5])[CH3:6])[N:7]=[N:8][C:9]([O:10][CH:11]([CH3:12])[CH3:13])=[O:14].[c:48]1([P:49]([c:50]2[cH:51][cH:52][cH:53][cH:54][cH:55]2)[c:56]2[cH:57][cH:58][cH:59][cH:60][cH:61]2)[cH:62][cH:63][cH:64][cH:65][cH:66]1>>[CH3:15][S:16](=[O:17])(=[O:18])[c:19]1[cH:20][cH:21][c:22](-[c:25]2[cH:26][cH:27][c:28]([O:31][CH2:46][CH:43]3[CH2:42][CH2:41][N:40]([c:38]4[o:37][n:36][c:35]([CH:33]([CH3:32])[CH3:34])[n:39]4)[CH2:45][CH2:44]3)[cH:29][n:30]2)[cH:23][cH:24]1. Starting materials: Cc1ncc([N+](=O)[O-])n1CCSC(=N)N, CCO, Cc1nc(C)c(Cl)c(NCc2nccc(OCCOCCCl)c2C)n1, Cl, [Na+], [OH-], O. Yields the product Cc1nc(C)c(Cl)c(NCc2nccc(OCCOCCSCCn3c([N+](=O)[O-])cnc3C)c2C)n1. Reaction SMILES: [CH3:27][c:28]1[n:29]([CH2:36][CH2:37][S:38][C:39](=[NH:40])[NH2:41])[c:30]([N+:33](=[O:34])[O-:35])[cH:31][n:32]1.[CH3:45][CH2:46][OH:47].[Cl:1][c:2]1[c:3]([NH:10][CH2:11][c:12]2[n:13][cH:14][cH:15][c:16]([O:19][CH2:20][CH2:21][O:22][CH2:23][CH2:24][Cl:25])[c:17]2[CH3:18])[n:4][c:5]([CH3:9])[n:6][c:7]1[CH3:8].[ClH:26].[Na+:43].[OH-:42].[OH2:44]>>[Cl:1][c:2]1[c:3]([NH:10][CH2:11][c:12]2[n:13][cH:14][cH:15][c:16]([O:19][CH2:20][CH2:21][O:22][CH2:23][CH2:24][S:38][CH2:37][CH2:36][n:29]3[c:28]([CH3:27])[n:32][cH:31][c:30]3[N+:33](=[O:34])[O-:35])[c:17]2[CH3:18])[n:4][c:5]([CH3:9])[n:6][c:7]1[CH3:8]. Reactants: C(C1=CC=CC=C1)OCC(C)(C)C1=NN=C(S1)NC(C(CCC)NC1CC2=C(C=C(C=C2CC1)F)F)=O (2-(6,8-difluoro-1,2,3,4-tetrahydro-naphthalen-2-ylamino)-pentanoic acid [5-(2-benzyloxy-1,1-dimethyl-ethyl)-[1,3,4]thiadiazol-2-yl]-amide). Reagents/catalysts: [Pd] (Pd/C). The solvent is C(C)(=O)OCC (ethyl acetate). Yields the product OCC(C)(C)C1=NN=C(S1)NC(C(CCC)NC1CC2=C(C=C(C=C2CC1)F)F)=O (2-(6,8-Difluoro-1,2,3,4-tetrahydro-naphthalen-2-ylamino)-pentanoic acid [5-(2-hydroxy-1,1-dimethyl-ethyl)-[1,3,4]thiadiazol-2-yl]-amide). Reaction SMILES: C([O:8][CH2:9][C:10]([C:13]1[S:17][C:16]([NH:18][C:19](=[O:37])[CH:20]([NH:24][CH:25]2[CH2:34][CH2:33][C:32]3[C:27](=[C:28]([F:36])[CH:29]=[C:30]([F:35])[CH:31]=3)[CH2:26]2)[CH2:21][CH2:22][CH3:23])=[N:15][N:14]=1)([CH3:12])[CH3:11])C1C=CC=CC=1>C(OCC)(=O)C.[Pd]>[OH:8][CH2:9][C:10]([C:13]1[S:17][C:16]([NH:18][C:19](=[O:37])[CH:20]([NH:24][CH:25]2[CH2:34][CH2:33][C:32]3[C:27](=[C:28]([F:36])[CH:29]=[C:30]([F:35])[CH:31]=3)[CH2:26]2)[CH2:21][CH2:22][CH3:23])=[N:15][N:14]=1)([CH3:11])[CH3:12]. Procedure: A mixture of 2-(6,8-difluoro-1,2,3,4-tetrahydro-naphthalen-2-ylamino)-pentanoic acid [5-(2-benzyloxy-1,1-dimethyl-ethyl)-[1,3,4]thiadiazol-2-yl]-amide (300 mg) in ethyl acetate (20 mL) was treated with 600 mg of 10% Pd/C (50% water) and hydrogenated at 45 psi overnight. The mixture was filtered through celite, washed with ethylacetate. The combined filtrate was concentrated to dryness, added ethanol (10 mL), ethyl acetate (10 mL) and chloroform (5 mL) and treated with 1.4 g of 10% Pd/C (50% wate...